Dataset: the Open Reaction Database (ORD), a public repository of structured organic reaction records. Task: describe an organic reaction: reactants, conditions, products, and yield The reactants are Brc1csc2ccccc12, COc1ccc(O)cc1, ClCCl, [Cu]I, [K+], [K+], O=C([O-])[O-]. Product: COc1ccc(Oc2csc3ccccc23)cc1. As a reaction SMILES: [Br:1][c:2]1[c:3]2[c:4]([s:5][cH:6]1)[cH:7][cH:8][cH:9][cH:10]2.[CH3:11][O:12][c:13]1[cH:14][cH:15][c:16]([OH:19])[cH:17][cH:18]1.[Cl:26][CH2:27][Cl:28].[Cu:29][I:30].[K+:20].[K+:21].[O-:22][C:23]([O-:24])=[O:25]>>[c:2]1([O:19][c:16]2[cH:15][cH:14][c:13]([O:12][CH3:11])[cH:18][cH:17]2)[c:3]2[c:4]([s:5][cH:6]1)[cH:7][cH:8][cH:9][cH:10]2. The reactants are Cl.N1C(COCC1)C(=O)O (morpholine-3-carboxylic acid hydrochloride), CCN(C(C)C)C(C)C (DIPEA), ClC1=NC=C(C(=N1)Cl)NC1CCOCC1 (2,4-dichloro-N-(tetrahydro-2H-pyran-4-yl)pyrimidin-5-amine). Reagents/catalysts: CCO (EtOH). The solvent is O (water), CS(=O)C (DMSO), CCOCC (Et2O). Reaction conditions: temperature 100 celsius, time 16 hour. The product is ClC1=NC=2N3C(C(N(C2C=N1)C1CCOCC1)=O)COCC3 (2-chloro-5-(tetrahydro-2H-pyran-4-yl)-6a,7,9,10-tetrahydro-[1,4]oxazino[3,4-h]pteridin-6(5H)-one). Yield: 20.4%. RXN SMILES: [Cl:1][C:2]1[N:7]=[C:6](Cl)[C:5]([NH:9][CH:10]2[CH2:15][CH2:14][O:13][CH2:12][CH2:11]2)=[CH:4][N:3]=1.Cl.[NH:17]1[CH2:22][CH2:21][O:20][CH2:19][CH:18]1[C:23](O)=[O:24].CCN(C(C)C)C(C)C>CS(C)=O.O.CCOCC.CCO>[Cl:1][C:2]1[N:3]=[CH:4][C:5]2[N:9]([CH:10]3[CH2:15][CH2:14][O:13][CH2:12][CH2:11]3)[C:23](=[O:24])[CH:18]3[CH2:19][O:20][CH2:21][CH2:22][N:17]3[C:6]=2[N:7]=1 |f:1.2|. Procedure details: In a 100 mL round bottomed flask containing 2,4-dichloro-N-(tetrahydro-2H-pyran-4-yl)pyrimidin-5-amine (0.336 g, 1.354 mmol) in 2.0 mL of DMSO was added morpholine-3-carboxylic acid hydrochloride (0.295 g, 1.761 mmol) and DIPEA (1.183 ml, 6.77 mmol). The reaction mixture was stirred at 100° C. for 16 h. The reaction was cooled to room temperature, diluted with 30 mL of water, transferred to an appropriate separatory funnel and extracted with EtOAc (3×25 mL). The organic layers were combined, was... Starting materials: Cl.C(C)(=O)OC=1C=C(NC2=NC=NC3=CC(=C(C=C23)OC)O)C=CC1C (4-(3-acetoxy-4-methylanilino)-7-hydroxy-6-methoxyquinazoline hydrochloride), [I-].[K+] (potassium iodide), C(C)(=O)NC=1SC=C(N1)CCl (2-acetamido-4-chloromethylthiazole). Product: C(C)(=O)NC=1SC=C(N1)COC1=C(C=C2C(=NC=NC2=C1)NC1=CC(=C(C=C1)C)OC(C)=O)OC (7-(2-acetamidothiazol-4-ylmethoxy)-4-(3-acetoxy-4-methylanilino)-6-methoxyquinazoline). Yield: 41.9%. Reaction SMILES: Cl.[C:2]([O:5][C:6]1[CH:7]=[C:8]([CH:23]=[CH:24][C:25]=1[CH3:26])[NH:9][C:10]1[C:19]2[C:14](=[CH:15][C:16]([OH:22])=[C:17]([O:20][CH3:21])[CH:18]=2)[N:13]=[CH:12][N:11]=1)(=[O:4])[CH3:3].[I-].[K+].[C:29]([NH:32][C:33]1[S:34][CH:35]=[C:36]([CH2:38]Cl)[N:37]=1)(=[O:31])[CH3:30]>>[C:29]([NH:32][C:33]1[S:34][CH:35]=[C:36]([CH2:38][O:22][C:16]2[CH:15]=[C:14]3[C:19]([C:10]([NH:9][C:8]4[CH:23]=[CH:24][C:25]([CH3:26])=[C:6]([O:5][C:2](=[O:4])[CH3:3])[CH:7]=4)=[N:11][CH:12]=[N:13]3)=[CH:18][C:17]=2[O:20][CH3:21])[N:37]=1)(=[O:31])[CH3:30] |f:0.1,2.3|. Procedure: Using an analogous procedure to that described for the starting material in Example 1, 4-(3-acetoxy-4-methylanilino)-7-hydroxy-6-methoxyquinazoline hydrochloride (400 mg) was reacted in the presence of catalytic potassium iodide with 2-acetamido-4-chloromethylthiazole (252 mg) to give 7-(2-acetamidothiazol-4-ylmethoxy)-4-(3-acetoxy-4-methylanilino)-6-methoxyquinazoline (220 mg, 42%). Reactants: N(=[N+]=[N-])CC1=CC=C(C(=O)O)C=C1 (p-azidomethylbenzoic acid), S(=O)(Cl)Cl (thionyl chloride). Reagents/catalysts: CN(C)C=O (DMF). Run in C(Cl)Cl (CH2Cl2). Conditions: time 2.5 hour. Yields the product N(=[N+]=[N-])CC1=CC=C(C(=O)Cl)C=C1 (Paraazidomethylbenzoyl chloride). Reaction SMILES: [N:1]([CH2:4][C:5]1[CH:13]=[CH:12][C:8]([C:9](O)=[O:10])=[CH:7][CH:6]=1)=[N+:2]=[N-:3].S(Cl)([Cl:16])=O>C(Cl)Cl.CN(C=O)C>[N:1]([CH2:4][C:5]1[CH:13]=[CH:12][C:8]([C:9]([Cl:16])=[O:10])=[CH:7][CH:6]=1)=[N+:2]=[N-:3]. Procedure: To a solution of p-azidomethylbenzoic acid (1.063 g, 6.00 mmol) in CH2Cl2 (60 ml) at room temperature were added dropwise thionyl chloride (1 ml, excess) and DMF (5 drops). The mixture was stirred at room temperature for 2.5 h and evaporated, yielding 1.13 g of title compound as a light yellow oil: 1Hmr (CDCl3) δ: 4.48 (2H, s, --CH2N3), 7.38-7.52-8.07-8.22 ppm (4H, A2 'B2 ', aromatic Hs); ir (neat) νmax : 2090 (--N3) and 1750 cm-1 (br. --COCl). This material was used in the next step without fur...